This data is from the Open Reaction Database (ORD), a public repository of structured organic reaction records. The task is: describe an organic reaction: reactants, conditions, products, and yield The reactants are CO, N, COC(=O)C1CN(c2ccc(N3Cc4cccnc4C3)c(F)c2)C(=O)O1. Yields the product NC(=O)C1CN(c2ccc(N3Cc4cccnc4C3)c(F)c2)C(=O)O1. Reaction SMILES: [CH3:28][OH:29].[NH3:27].[n:1]1[c:2]2[c:3]([cH:4][cH:5][cH:6]1)[CH2:7][N:8]([c:10]1[c:11]([F:26])[cH:12][c:13]([N:16]3[C:17](=[O:25])[O:18][CH:19]([C:21]([O:23][CH3:22])=[O:24])[CH2:20]3)[cH:14][cH:15]1)[CH2:9]2>>[n:1]1[c:2]2[c:3]([cH:4][cH:5][cH:6]1)[CH2:7][N:8]([c:10]1[c:11]([F:26])[cH:12][c:13]([N:16]3[C:17](=[O:25])[O:18][CH:19]([C:21](=[O:23])[NH2:27])[CH2:20]3)[cH:14][cH:15]1)[CH2:9]2.